Dataset: the Open Reaction Database (ORD), a public repository of structured organic reaction records. Task: describe an organic reaction: reactants, conditions, products, and yield Reactants: C, CC(=Cc1ccc(NC(=O)c2cc([Si](C)(C)C)cc([Si](C)(C)C)c2)cc1F)C(=O)O, CO, [H][H], C1CCOC1, [Pd]. Product: CC(Cc1ccc(NC(=O)c2cc([Si](C)(C)C)cc([Si](C)(C)C)c2)cc1F)C(=O)O. As a reaction SMILES: [C:40].[CH3:1][Si:2]([c:3]1[cH:4][c:5]([C:6](=[O:7])[NH:8][c:9]2[cH:10][c:11]([F:21])[c:12]([CH:15]=[C:16]([C:17](=[O:18])[OH:19])[CH3:20])[cH:13][cH:14]2)[cH:22][c:23]([Si:25]([CH3:26])([CH3:27])[CH3:28])[cH:24]1)([CH3:29])[CH3:30].[CH3:38][OH:39].[H:31][H:32].[O:33]1[CH2:34][CH2:35][CH2:36][CH2:37]1.[Pd:41]>>[CH3:1][Si:2]([c:3]1[cH:4][c:5]([C:6](=[O:7])[NH:8][c:9]2[cH:10][c:11]([F:21])[c:12]([CH2:15][CH:16]([C:17](=[O:18])[OH:19])[CH3:20])[cH:13][cH:14]2)[cH:22][c:23]([Si:25]([CH3:26])([CH3:27])[CH3:28])[cH:24]1)([CH3:29])[CH3:30]. Starting materials: Cl (hydrochloric acid), C(C)(C)(C)C=1C=C(OCCCC#N)C=C(C1O)C(C)(C)C (4-(3,5-di-t-butyl-4-hydroxyphenoxy)butyronitrile), [Cl-].C(C)[NH+](CC)CC (triethylammonium chloride), [N-]=[N+]=[N-].[Na+] (sodium azide). Solvent: CN1C(CCC1)=O (1-methylpyrrolidinone), O (water). Run at temperature 150 celsius. Yields the product C(C)(C)(C)C=1C=C(OCCCC2=NN=NN2)C=C(C1O)C(C)(C)C (5-[3-(3,5-di-t-butyl-4-hydroxyphenoxy)propyl]tetrazole). Yield: 26.7%. RXN SMILES: [C:1]([C:5]1[CH:6]=[C:7]([CH:14]=[C:15]([C:18]([CH3:21])([CH3:20])[CH3:19])[C:16]=1[OH:17])[O:8][CH2:9][CH2:10][CH2:11][C:12]#[N:13])([CH3:4])([CH3:3])[CH3:2].[Cl-].C([NH+](CC)CC)C.[N-:30]=[N+:31]=[N-:32].[Na+].Cl>O.CN1CCCC1=O>[C:1]([C:5]1[CH:6]=[C:7]([CH:14]=[C:15]([C:18]([CH3:21])([CH3:20])[CH3:19])[C:16]=1[OH:17])[O:8][CH2:9][CH2:10][CH2:11][C:12]1[NH:32][N:31]=[N:30][N:13]=1)([CH3:4])([CH3:3])[CH3:2] |f:1.2,3.4|. Procedure: Under a nitrogen atmosphere a mixture of 8.66 g (0.030 mole) of 4-(3,5-di-t-butyl-4-hydroxyphenoxy)butyronitrile, 6.42 g (0.047 mole) of triethylammonium chloride, 5.79 g (0.089 mole) of sodium azide and 250 ml of 1-methylpyrrolidinone was heated about 150° C. for about 72 hours. The reaction mixture was poured into water. The pH was adjusted to pH 1 with 10% hydrochloric acid and then the mixture was extracted eight times With 100 ml portions of diethyl ether. The diethyl ether extracts were co... Reactants: Cl.N=C(NC(=N)N1CCOCC1)NC1CC1 (N-[imino(cyclopropylamino)methyl]-4-morpholinecarboximidamide hydrochloride), CC1(CC1)C(=O)OCC (ethyl 1-methylcyclopropane-carboxylate), [Na] (sodium). Solvent: C(C)O (ethanol), C(C)O (ethanol). Product: C1(CC1)NC1=NC(=NC(=N1)C1(CC1)C)N1CCOCC1 (2-cyclopropylamino-4-(1-methylcyclopropyl)-6-morpholino-1,3,5-triazine). Yield: 17.8%. As a reaction SMILES: [Na].Cl.[NH:3]=[C:4]([NH:14][CH:15]1[CH2:17][CH2:16]1)[NH:5][C:6]([N:8]1[CH2:13][CH2:12][O:11][CH2:10][CH2:9]1)=[NH:7].[CH3:18][C:19]1([C:22](OCC)=O)[CH2:21][CH2:20]1>C(O)C>[CH:15]1([NH:14][C:4]2[N:3]=[C:18]([C:19]3([CH3:22])[CH2:21][CH2:20]3)[N:7]=[C:6]([N:8]3[CH2:9][CH2:10][O:11][CH2:12][CH2:13]3)[N:5]=2)[CH2:17][CH2:16]1 |f:1.2,^1:0|. Procedure details: 0.48 g (20 mmoles) of sodium is dissolved in 20 ml of anhydrous ethanol. This solution is added to an ethanol solution containing 2.48 g (10 mmoles) of N-[imino(cyclopropylamino)methyl]-4-morpholinecarboximidamide hydrochloride, and 2.82 g (22 mmoles) of ethyl 1-methylcyclopropane-carboxylate are then also added to the mixture. The mixture is then heated under reflux under nitrogen for 88 hours. It is cooled, the alcohol is evaporated under reduced pressure and the residue is redissolved in 50 m... Reactants: Nc1nc2c3c(F)cc(F)cc3nc(Cc3ccc4c(c3)OCO4)n2n1, Nc1nc2c3ccc(F)cc3nc(Cc3ccc4c(c3)OCO4)n2n1, NCCO. The product is Nc1nc2c3c(NCCO)cc(F)cc3nc(Cc3ccc4c(c3)OCO4)n2n1. Reaction SMILES: [O:1]1[CH2:2][O:3][c:4]2[c:5]1[cH:6][cH:7][c:8]([CH2:10][c:11]1[n:12][c:13]3[cH:14][c:15]([F:26])[cH:16][c:17]([F:25])[c:18]3[c:19]3[n:20]1[n:21][c:22]([NH2:24])[n:23]3)[cH:9]2.[O:27]1[c:28]2[cH:29][cH:30][c:31]([CH2:32][c:33]3[n:34]4[n:35][c:36]([NH2:37])[n:38][c:39]4[c:40]4[cH:41][cH:42][c:43]([F:44])[cH:45][c:46]4[n:47]3)[cH:48][c:49]2[O:50][CH2:51]1.[OH:52][CH2:53][CH2:54][NH2:55]>>[O:1]1[CH2:2][O:3][c:4]2[c:5]1[cH:6][cH:7][c:8]([CH2:10][c:11]1[n:12][c:13]3[cH:14][c:15]([F:26])[cH:16][c:17]([NH:55][CH2:54][CH2:53][OH:52])[c:18]3[c:19]3[n:20]1[n:21][c:22]([NH2:24])[n:23]3)[cH:9]2. Reactants: C1CCC2=NCCCN2CC1, C1CCOC1, COc1cccc2sc(C3CCN(Cl)C(C)C3)cc12. Yields the product COc1cccc2sc(C3CCN=C(C)C3)cc12. As a reaction SMILES: [CH2:20]1[CH2:21][CH2:22][C:23]2=[N:28][CH2:27][CH2:26][CH2:25][N:24]2[CH2:29][CH2:30]1.[CH2:31]1[O:32][CH2:33][CH2:34][CH2:35]1.[Cl:1][N:2]1[CH:3]([CH3:19])[CH2:4][CH:5]([c:8]2[cH:9][c:10]3[c:11]([s:12]2)[cH:13][cH:14][cH:15][c:16]3[O:17][CH3:18])[CH2:6][CH2:7]1>>[N:2]1=[C:3]([CH3:19])[CH2:4][CH:5]([c:8]2[cH:9][c:10]3[c:11]([s:12]2)[cH:13][cH:14][cH:15][c:16]3[O:17][CH3:18])[CH2:6][CH2:7]1.